Task: describe an organic reaction: reactants, conditions, products, and yield. Dataset: the Open Reaction Database (ORD), a public repository of structured organic reaction records Starting materials: Cc1cc(C#N)ccc1F, CC1NCCC1C(C)(C)O. Product: Cc1cc(C#N)ccc1N1CCC(C(C)(C)O)C1C. RXN SMILES: [F:11][c:12]1[c:13]([CH3:20])[cH:14][c:15]([C:16]#[N:17])[cH:18][cH:19]1.[OH:1][C:2]([CH3:3])([CH3:4])[CH:5]1[CH:6]([CH3:10])[NH:7][CH2:8][CH2:9]1>>[OH:1][C:2]([CH3:3])([CH3:4])[CH:5]1[CH:6]([CH3:10])[N:7]([c:12]2[c:13]([CH3:20])[cH:14][c:15]([C:16]#[N:17])[cH:18][cH:19]2)[CH2:8][CH2:9]1. Starting materials: OC1CC2N(CCN(C2)C(=O)OC(C)(C)C)C1=O (tert-butyl 7-hydroxy-6-oxohexahydropyrrolo[1,2-a]pyrazine-2(1H)-carboxylate), C([O-])([O-])=O.[Cs+].[Cs+] (cesium carbonate), BrC1=NC=C(N=C1)C1CC1 (2-bromo-5-cyclopropylpyrazine). The solvent is C(C)#N (acetonitrile). Conditions: temperature 50 celsius, time 48 hour. Product: C1(CC1)C=1N=CC(=NC1)OC1CC2N(CCN(C2)C(=O)OC(C)(C)C)C1=O (tert-butyl 7-[(5-cyclopropylpyrazin-2-yl)oxy]-6-oxohexahydropyrrolo[1,2-a]-pyrazine-2(1H)-carboxylate). Isolated yield 63.1%. Reaction SMILES: [OH:1][CH:2]1[C:17](=[O:18])[N:5]2[CH2:6][CH2:7][N:8]([C:10]([O:12][C:13]([CH3:16])([CH3:15])[CH3:14])=[O:11])[CH2:9][CH:4]2[CH2:3]1.C(=O)([O-])[O-].[Cs+].[Cs+].Br[C:26]1[CH:31]=[N:30][C:29]([CH:32]2[CH2:34][CH2:33]2)=[CH:28][N:27]=1>C(#N)C>[CH:32]1([C:29]2[N:30]=[CH:31][C:26]([O:1][CH:2]3[C:17](=[O:18])[N:5]4[CH2:6][CH2:7][N:8]([C:10]([O:12][C:13]([CH3:15])([CH3:14])[CH3:16])=[O:11])[CH2:9][CH:4]4[CH2:3]3)=[N:27][CH:28]=2)[CH2:34][CH2:33]1 |f:1.2.3|. Procedure details: To a solution of the product from Example 207B (89 mg, 0.347 mmol) in anhydrous acetonitrile (3.5 mL) was added cesium carbonate (226 mg, 0.695 mmol) and 2-bromo-5-cyclopropylpyrazine (104 mg, 0.521 mmol). The resulting mixture was stirred under N2 at 50° C. for 48 hours. The mixture was allowed to cool to room temperature and partitioned between water and ethyl acetate (3×). The combined organic layers were dried over Na2SO4. The drying agent was removed by filtration, and the filtrate was conc... Starting materials: O=C([O-])[O-], C[Si](C)(C)CCOCCl, Clc1ncnc2nc[nH]c12, [K+], [K+], CN(C)C=O. The product is C[Si](C)(C)CCOCn1cnc2c(Cl)ncnc21. Reaction SMILES: [C:11](=[O:12])([O-:13])[O-:14].[Cl:17][CH2:18][O:19][CH2:20][CH2:21][Si:22]([CH3:23])([CH3:24])[CH3:25].[Cl:1][c:2]1[c:3]2[nH:4][cH:5][n:6][c:7]2[n:8][cH:9][n:10]1.[K+:15].[K+:16].[O:26]=[CH:27][N:28]([CH3:29])[CH3:30]>>[Cl:1][c:2]1[c:3]2[n:4][cH:5][n:6]([CH2:18][O:19][CH2:20][CH2:21][Si:22]([CH3:23])([CH3:24])[CH3:25])[c:7]2[n:8][cH:9][n:10]1. Starting materials: O=C1N(CCC1C1=CC=C(C=C1)C(F)(F)F)CC(=O)O (2-(2-oxo-3-(4-(trifluoromethyl)phenyl)pyrrolidin-1-yl)acetic acid), C1(=CC=CC=C1)C1(CNCC1)C1=CC=CC=C1 (3,3-diphenylpyrrolidine), FC1=CC=C(C=C1)C1(C(N(CCC1)CC(=O)O)=O)C1=CC=C(C=C1)F (2-(3,3-bis(4-fluorophenyl)-2-oxopiperidin-1-yl)acetic acid), FC(C=1C=C2CNCC2=CC1)(F)F (5-(trifluoromethyl)isoindoline). Product: O=C(CN1C(C(CC1)C1=CC=C(C=C1)C(F)(F)F)=O)N1CC2=CC=C(C=C2C1)C(F)(F)F (1-{2-oxo-2-[5-(trifluoromethyl)-1,3-dihydro-2H-isoindol-2-yl]ethyl}-3-[4-(trifluoromethyl)phenyl]pyrrolidin-2-one). Reaction SMILES: [O:1]=[C:2]1[CH:6]([C:7]2[CH:12]=[CH:11][C:10]([C:13]([F:16])([F:15])[F:14])=[CH:9][CH:8]=2)[CH2:5][CH2:4][N:3]1[CH2:17][C:18]([OH:20])=O.FC1C=CC(C2(C3C=CC(F)=CC=3)CCCN(CC(O)=O)C2=O)=CC=1.[F:46][C:47]([F:58])([F:57])[C:48]1[CH:49]=[C:50]2[C:54](=[CH:55][CH:56]=1)[CH2:53][NH:52][CH2:51]2.C1(C2(C3C=CC=CC=3)CCNC2)C=CC=CC=1>>[O:20]=[C:18]([N:52]1[CH2:51][C:50]2[C:54](=[CH:55][CH:56]=[C:48]([C:47]([F:46])([F:58])[F:57])[CH:49]=2)[CH2:53]1)[CH2:17][N:3]1[CH2:4][CH2:5][CH:6]([C:7]2[CH:12]=[CH:11][C:10]([C:13]([F:16])([F:14])[F:15])=[CH:9][CH:8]=2)[C:2]1=[O:1]. Procedure details: The title compound was prepared using the procedure described in Example 172 substituting 2-(2-oxo-3-(4-(trifluoromethyl)phenyl)pyrrolidin-1-yl)acetic acid from Example 266D for 2-(3,3-bis(4-fluorophenyl)-2-oxopiperidin-1-yl)acetic acid and 5-(trifluoromethyl)isoindoline for 3,3-diphenylpyrrolidine. 1H NMR (300 MHz, CDCl3) δ ppm 7.58 (t, J=12.0, 4H), 7.42 (dd, J=8.2, 20.4, 3H), 4.91 (d, J=16.7, 4H), 4.23 (dd, J=16.2, 36.5, 2H), 3.83 (t, J=8.3, 1H), 3.77-3.62 (m, 2H), 2.74-2.54 (m, 1H), 2.32-2.16... The reactants are F (hydrogen fluoride), [Sb](Cl)(Cl)(Cl)(Cl)Cl (antimony pentachloride), ClC1(C(OC2=C(O1)C=CC=C2)(F)F)F (2-chloro-2,3,3-trifluorobenzodioxane), F (hydrogen fluoride). The solvent is C(Cl)Cl (methylene chloride). Product: FC1(C(OC2=C(O1)C=CC=C2)(F)F)F (2,2,3,3-tetrafluorobenzodioxane). RXN SMILES: [FH:1].[Sb](Cl)(Cl)(Cl)(Cl)Cl.Cl[C:9]1([F:21])[O:14][C:13]2[CH:15]=[CH:16][CH:17]=[CH:18][C:12]=2[O:11][C:10]1([F:20])[F:19]>C(Cl)Cl>[F:1][C:9]1([F:21])[O:14][C:13]2[CH:15]=[CH:16][CH:17]=[CH:18][C:12]=2[O:11][C:10]1([F:20])[F:19]. Procedure details: 500 ml of hydrogen fluoride, 5 ml of antimony pentachloride and 150 g of 2-chloro-2,3,3-trifluorobenzodioxane were heated in a closed vessel for 6 hours at 40° C., excess hydrogen fluoride was then drawn off, and the residue was taken up in methylene chloride, rendered alkaline and stem-distilled. The re-distillation gave 27 g of 2,2,3,3-tetrafluorobenzodioxane having a boiling point from 142° to 146° C. at 1020 mbar. The reactants are CCOC(=O)c1ccc(CCC=O)cc1, CCOC(C)=O, CCO, C[N+](=O)[O-], [Na+], [OH-]. Product: CCOC(=O)c1ccc(CCC(O)C[N+](=O)[O-])cc1. As a reaction SMILES: [CH2:10]([CH3:11])[O:12][C:13](=[O:14])[c:15]1[cH:16][cH:17][c:18]([CH2:21][CH2:22][CH:23]=[O:24])[cH:19][cH:20]1.[CH3:25][CH2:26][O:27][C:28](=[O:29])[CH3:30].[CH3:5][CH2:6][OH:7].[N+:1](=[O:2])([O-:3])[CH3:4].[Na+:9].[OH-:8]>>[N+:1](=[O:2])([O-:3])[CH2:4][CH:23]([CH2:22][CH2:21][c:18]1[cH:17][cH:16][c:15]([C:13]([O:12][CH2:10][CH3:11])=[O:14])[cH:20][cH:19]1)[OH:24]. The reactants are COC=1C=C(C=CC1[N+](=O)[O-])C=1NC(=NN1)CC(=O)OCC (ethyl [5-(3-methoxy-4-nitrophenyl)-4H-[1,2,4]triazol-3-yl]acetate), [OH-].[Na+] (sodium hydroxide). Solvent: CO (methanol). Reaction conditions: time 2 hour. The product is COC=1C=C(C=CC1[N+](=O)[O-])C=1NC(=NN1)CC(=O)O ([5-(3-methoxy-4-nitrophenyl)-4H-[1,2,4]triazol-3-yl]acetic acid). RXN SMILES: [CH3:1][O:2][C:3]1[CH:4]=[C:5]([C:12]2[NH:13][C:14]([CH2:17][C:18]([O:20]CC)=[O:19])=[N:15][N:16]=2)[CH:6]=[CH:7][C:8]=1[N+:9]([O-:11])=[O:10].[OH-].[Na+]>CO>[CH3:1][O:2][C:3]1[CH:4]=[C:5]([C:12]2[NH:13][C:14]([CH2:17][C:18]([OH:20])=[O:19])=[N:15][N:16]=2)[CH:6]=[CH:7][C:8]=1[N+:9]([O-:11])=[O:10] |f:1.2|. Reported procedure: The mixture of 140 mg of ethyl [5-(3-methoxy-4-nitrophenyl)-4H-[1,2,4]triazol-3-yl]acetate, 5 ml of methanol and 1 ml of 1N sodium hydroxide was stirred at room temperature for 2 hours. Afterwards, the volatile fractions are removed on a rotary evaporator, the residue is diluted with 10 ml of water and adjusted to pH 5 using 1N hydrochloric acid. The solid was filtered off with suction after the stirring. Starting materials: Cc1cc(Br)c(C)c(C)c1O, O=C([O-])[O-], CI, CC(C)=O, ClCCl, [K+], [K+]. RXN SMILES: [Br:1][c:2]1[c:3]([CH3:11])[c:4]([CH3:10])[c:5]([OH:9])[c:6]([CH3:8])[cH:7]1.[C:12](=[O:13])([O-:14])[O-:15].[CH3:18][I:19].[CH3:20][C:21](=[O:22])[CH3:23].[Cl:24][CH2:25][Cl:26].[K+:16].[K+:17]>>[Br:1][c:2]1[c:3]([CH3:11])[c:4]([CH3:10])[c:5]([O:9][CH3:12])[c:6]([CH3:8])[cH:7]1. Yields the product COc1c(C)cc(Br)c(C)c1C. Reactants: NS(=O)(=O)c1cscc1C(=O)O, O=S(Cl)Cl. The product is NS(=O)(=O)c1cscc1C(=O)Cl. As a reaction SMILES: [NH2:1][S:2](=[O:3])(=[O:4])[c:5]1[c:6]([C:10](=[O:11])[OH:12])[cH:7][s:8][cH:9]1.[S:13]([Cl:14])([Cl:15])=[O:16]>>[NH2:1][S:2](=[O:3])(=[O:4])[c:5]1[c:6]([C:10](=[O:12])[Cl:15])[cH:7][s:8][cH:9]1.